This data is from the Open Reaction Database (ORD), a public repository of structured organic reaction records. The task is: describe an organic reaction: reactants, conditions, products, and yield Reactants: Cl.C(C1=CC=CC=C1)OC1=C2CCCC(C2=CC=C1)C(=O)N(CC=1C=NNC1)C=1C=NC(=CC1)C(C)C (5-benzyloxy-N-(6-isopropylpyridin-3-yl)-N-[(pyrazol-4-yl)methyl]-1,2,3,4-tetrahydronaphthalene-1-carboxamide hydrochloride), BrCCCCCCC(=O)OCC (ethyl 7-bromoheptanoate). Yields the product C(C1=CC=CC=C1)OC1=C2CCCC(C2=CC=C1)C(=O)N(C=1C=NC(=CC1)C(C)C)CC=1C=NN(C1)CCCCCCC(=O)OCC (ethyl 7-(4-{[N-(5-benzyloxy-1,2,3,4-tetrahydronaphthalen-1-ylcarbonyl)-N-(6-isopropylpyridin-3-yl)amino]methyl}pyrazol-1-yl)heptanoate). RXN SMILES: Cl.[CH2:2]([O:9][C:10]1[CH:19]=[CH:18][CH:17]=[C:16]2[C:11]=1[CH2:12][CH2:13][CH2:14][CH:15]2[C:20]([N:22]([C:29]1[CH:30]=[N:31][C:32]([CH:35]([CH3:37])[CH3:36])=[CH:33][CH:34]=1)[CH2:23][C:24]1[CH:25]=[N:26][NH:27][CH:28]=1)=[O:21])[C:3]1[CH:8]=[CH:7][CH:6]=[CH:5][CH:4]=1.Br[CH2:39][CH2:40][CH2:41][CH2:42][CH2:43][CH2:44][C:45]([O:47][CH2:48][CH3:49])=[O:46]>>[CH2:2]([O:9][C:10]1[CH:19]=[CH:18][CH:17]=[C:16]2[C:11]=1[CH2:12][CH2:13][CH2:14][CH:15]2[C:20]([N:22]([CH2:23][C:24]1[CH:25]=[N:26][N:27]([CH2:39][CH2:40][CH2:41][CH2:42][CH2:43][CH2:44][C:45]([O:47][CH2:48][CH3:49])=[O:46])[CH:28]=1)[C:29]1[CH:30]=[N:31][C:32]([CH:35]([CH3:37])[CH3:36])=[CH:33][CH:34]=1)=[O:21])[C:3]1[CH:8]=[CH:7][CH:6]=[CH:5][CH:4]=1 |f:0.1|. Reported procedure: By the reaction and treatment in the same manner as in Example 83 using 5-benzyloxy-N-(6-isopropylpyridin-3-yl)-N-[(pyrazol-4-yl)methyl]-1,2,3,4-tetrahydronaphthalene-1-carboxamide hydrochloride (3.26 g) and ethyl 7-bromoheptanoate (2.0 mL) as starting materials, ethyl 7-(4-{[N-(5-benzyloxy-1,2,3,4-tetrahydronaphthalen-1-ylcarbonyl)-N-(6-isopropylpyridin-3-yl)amino]methyl}pyrazol-1-yl)heptanoate (4.25 g) was obtained. The reactants are B, CO, CCOCC, Cl, N#CCC(O)c1ccc(F)cc1F, C1CCOC1. Yields the product Cl, NCCC(O)c1ccc(F)cc1F. As a reaction SMILES: [BH3:19].[CH3:20][OH:21].[CH3:23][CH2:24][O:25][CH2:26][CH3:27].[ClH:22].[F:1][c:2]1[c:3]([CH:9]([CH2:10][C:11]#[N:12])[OH:13])[cH:4][cH:5][c:6]([F:8])[cH:7]1.[O:14]1[CH2:15][CH2:16][CH2:17][CH2:18]1>>[ClH:22].[F:1][c:2]1[c:3]([CH:9]([CH2:10][CH2:11][NH2:12])[OH:13])[cH:4][cH:5][c:6]([F:8])[cH:7]1. Reagents/catalysts: Cl[Pd]([P](C1=CC=CC=C1)(C2=CC=CC=C2)C3=CC=CC=C3)([P](C4=CC=CC=C4)(C5=CC=CC=C5)C6=CC=CC=C6)Cl (Pd(PPh3)2Cl2). Product: O[C@H]1CN(CC1)C1=NC=C(C(=O)NC2=CC=C(C=C2)OC(F)(F)F)C=C1C=1C=NC=NC1 ((R)-6-(3-Hydroxypyrrolidin-1-yl)-5-(pyrimidin-5-yl)-N-(4-(trifluoromethoxy)phenyl)nicotinamide). Run at temperature 80 celsius, time 3.5 hour. Procedure: 5-Bromo-6-chloro-N-(4-(trifluoromethoxy)phenyl)nicotinamide (Stage 35.1, 2 g, 4.48 mmol), pyrimidin-5-ylboronic acid (0.666 g, 5.38 mmol), Pd(PPh3)2Cl2 (0.315 g, 0.448 mmol) and Na2CO3 (1.425 g, 13.45 mmol) were added to a MW vial. The vial was sealed, evacuated/purged with argon, and DME (12.55 mL), water (3.59 mL), EtOH (1.793 mL) were added. The RM was stirred at 80° C. for 3.5 h, diluted with THF (4 mL), treated with Si-Thiol (Silicycle, 1.27 mmol/g, 1.765 g, 2.241 mmol), filtered and the fi... Reactants: Si-Thiol, BrC=1C(=NC=C(C(=O)NC2=CC=C(C=C2)OC(F)(F)F)C1)Cl (5-Bromo-6-chloro-N-(4-(trifluoromethoxy)phenyl)nicotinamide), N1=CN=CC(=C1)B(O)O (pyrimidin-5-ylboronic acid), C(=O)([O-])[O-].[Na+].[Na+] (Na2CO3). Reaction SMILES: Br[C:2]1[C:3](Cl)=[N:4][CH:5]=[C:6]([CH:21]=1)[C:7]([NH:9][C:10]1[CH:15]=[CH:14][C:13]([O:16][C:17]([F:20])([F:19])[F:18])=[CH:12][CH:11]=1)=[O:8].[N:23]1[CH:28]=[C:27](B(O)O)[CH:26]=[N:25][CH:24]=1.[C:32]([O-:35])([O-])=O.[Na+].[Na+]>Cl[Pd](Cl)([P](C1C=CC=CC=1)(C1C=CC=CC=1)C1C=CC=CC=1)[P](C1C=CC=CC=1)(C1C=CC=CC=1)C1C=CC=CC=1>[OH:35][C@@H:32]1[CH2:2][CH2:3][N:4]([C:3]2[C:2]([C:27]3[CH:28]=[N:23][CH:24]=[N:25][CH:26]=3)=[CH:21][C:6]([C:7]([NH:9][C:10]3[CH:15]=[CH:14][C:13]([O:16][C:17]([F:20])([F:19])[F:18])=[CH:12][CH:11]=3)=[O:8])=[CH:5][N:4]=2)[CH2:5]1 |f:2.3.4,^1:40,59|.